From a dataset of the Open Reaction Database (ORD), a public repository of structured organic reaction records. describe an organic reaction: reactants, conditions, products, and yield The reactants are C=C=C (allene), C=C=C (allene), 62, C1(=CC=CC=C1)C#C (phenylacetylene), C=C=C.C#CC (Allene Propyne), C1(=CC=CC=C1)C#C (phenylacetylene). Solvent: CO (methanol). Reaction conditions: temperature 60 celsius. Yields the product C=C=C.C1(=CC=CC=C1)C#C (Allene Phenylacetylene). RXN SMILES: [CH2:1]=[C:2]=[CH2:3].[C:4]1([C:10]#[CH:11])[CH:9]=[CH:8][CH:7]=[CH:6][CH:5]=1.C=C=C.C#CC>CO>[CH2:1]=[C:2]=[CH2:3].[C:4]1([C:10]#[CH:11])[CH:9]=[CH:8][CH:7]=[CH:6][CH:5]=1 |f:2.3,5.6|. Procedure: In this example the starting monomers allene and phenylacetylene (HC≡C--O) are introduced into the catalyst mixture of Example 1 in a feed ratio of 62 to 38 (mole ratio). The polymerization conditions and catalyst are the same as in Example 1. After stirring at 60° C. for ten hours, a copolymer with a molecular weight of about 25,000 daltons (measured by GPC) is produced and can be isolated by precipitation to methanol. Given a starting amount of 0.5 g allene and 1.18 g phenylacetylene, the yiel... Starting materials: CC(CCCO)O[Si](c1ccccc1)(c1ccccc1)C(C)(C)C, ClCCl, Cc1ccc(S(=O)(=O)Cl)cc1, c1ccncc1. Yields the product Cc1ccc(S(=O)(=O)OCCCC(C)O[Si](c2ccccc2)(c2ccccc2)C(C)(C)C)cc1. As a reaction SMILES: [C:1]([CH3:2])([CH3:3])([CH3:4])[Si:5]([O:6][CH:7]([CH2:8][CH2:9][CH2:10][OH:11])[CH3:12])([c:13]1[cH:14][cH:15][cH:16][cH:17][cH:18]1)[c:19]1[cH:20][cH:21][cH:22][cH:23][cH:24]1.[CH2:42]([Cl:43])[Cl:44].[S:31](=[O:32])(=[O:33])([c:34]1[cH:35][cH:36][c:37]([CH3:38])[cH:39][cH:40]1)[Cl:41].[cH:25]1[cH:26][cH:27][n:28][cH:29][cH:30]1>>[C:1]([CH3:2])([CH3:3])([CH3:4])[Si:5]([O:6][CH:7]([CH2:8][CH2:9][CH2:10][O:11][S:31](=[O:32])(=[O:33])[c:34]1[cH:35][cH:36][c:37]([CH3:38])[cH:39][cH:40]1)[CH3:12])([c:13]1[cH:14][cH:15][cH:16][cH:17][cH:18]1)[c:19]1[cH:20][cH:21][cH:22][cH:23][cH:24]1.